This data is from the Open Reaction Database (ORD), a public repository of structured organic reaction records. The task is: describe an organic reaction: reactants, conditions, products, and yield Starting materials: CC(C)(C)OC(=O)Oc1ccc(C(CN(CCCCCCOCCCCc2ccc(N)cc2)C(=O)OC(C)(C)C)O[Si](C)(C)C(C)(C)C)c2ccc(=O)[nH]c12, COc1cccc(Nc2c(C(N)=O)cnc3c(C)cc(S(=O)(=O)c4cccc(C(=O)NCCCCCCCCO)c4)cc23)c1. Yields the product COc1cccc(Nc2c(C(N)=O)cnc3c(C)cc(S(=O)(=O)c4cccc(C(=O)Nc5ccc(CCCCOCCCCCCN(CC(O[Si](C)(C)C(C)(C)C)c6ccc(OC(=O)OC(C)(C)C)c7[nH]c(=O)ccc67)C(=O)OC(C)(C)C)cc5)c4)cc23)c1. As a reaction SMILES: [NH2:45][c:46]1[cH:47][cH:48][c:49]([CH2:52][CH2:53][CH2:54][CH2:55][O:56][CH2:57][CH2:58][CH2:59][CH2:60][CH2:61][CH2:62][N:63]([C:64]([O:65][C:66]([CH3:67])([CH3:68])[CH3:69])=[O:70])[CH2:71][CH:72]([O:73][Si:74]([CH3:75])([CH3:76])[C:77]([CH3:78])([CH3:79])[CH3:80])[c:81]2[c:82]3[cH:83][cH:84][c:85](=[O:99])[nH:86][c:87]3[c:88]([O:91][C:92](=[O:93])[O:94][C:95]([CH3:96])([CH3:97])[CH3:98])[cH:89][cH:90]2)[cH:50][cH:51]1.[OH:1][CH2:2][CH2:3][CH2:4][CH2:5][CH2:6][CH2:7][CH2:8][CH2:9][NH:10][C:11](=[O:12])[c:13]1[cH:14][c:15]([S:19](=[O:20])(=[O:21])[c:22]2[cH:23][c:24]3[c:25]([NH:36][c:37]4[cH:38][c:39]([O:43][CH3:44])[cH:40][cH:41][cH:42]4)[c:26]([C:33](=[O:34])[NH2:35])[cH:27][n:28][c:29]3[c:30]([CH3:32])[cH:31]2)[cH:16][cH:17][cH:18]1>>[C:11](=[O:12])([c:13]1[cH:14][c:15]([S:19](=[O:20])(=[O:21])[c:22]2[cH:23][c:24]3[c:25]([NH:36][c:37]4[cH:38][c:39]([O:43][CH3:44])[cH:40][cH:41][cH:42]4)[c:26]([C:33](=[O:34])[NH2:35])[cH:27][n:28][c:29]3[c:30]([CH3:32])[cH:31]2)[cH:16][cH:17][cH:18]1)[NH:45][c:46]1[cH:47][cH:48][c:49]([CH2:52][CH2:53][CH2:54][CH2:55][O:56][CH2:57][CH2:58][CH2:59][CH2:60][CH2:61][CH2:62][N:63]([C:64]([O:65][C:66]([CH3:67])([CH3:68])[CH3:69])=[O:70])[CH2:71][CH:72]([O:73][Si:74]([CH3:75])([CH3:76])[C:77]([CH3:78])([CH3:79])[CH3:80])[c:81]2[c:82]3[cH:83][cH:84][c:85](=[O:99])[nH:86][c:87]3[c:88]([O:91][C:92](=[O:93])[O:94][C:95]([CH3:96])([CH3:97])[CH3:98])[cH:89][cH:90]2)[cH:50][cH:51]1. Reported procedure: 11 g of 4-amino-2-bromobenzoic acid-allylamide, 5.2 ml of acetonylacetone and 200 mg of 4-toluenesulfonic acid are refluxed for 1.5 hours with a water separator. Then, the solution is diluted with ethyl acetate, washed with 1N hydrochloric acid and then with potassium carbonate solution, dried (Na2SO4) and concentrated by evaporation. The residue is crystallized with hexane. 13.4 g of N-allyl-2-bromo-4-(2,5-dimethylpyrrol-1-yl)-benzamide, melting point 136-138° C., is obtained. RXN SMILES: [CH2:1]([NH:4][C:5](=[O:14])[C:6]1[CH:11]=[CH:10][C:9]([NH2:12])=[CH:8][C:7]=1[Br:13])[CH:2]=[CH2:3].[CH2:15]([CH2:19][C:20](=O)[CH3:21])[C:16]([CH3:18])=O.C1(C)C=CC(S(O)(=O)=O)=CC=1.O>C(OCC)(=O)C>[CH2:1]([NH:4][C:5](=[O:14])[C:6]1[CH:11]=[CH:10][C:9]([N:12]2[C:20]([CH3:21])=[CH:19][CH:15]=[C:16]2[CH3:18])=[CH:8][C:7]=1[Br:13])[CH:2]=[CH2:3]. The product is C(C=C)NC(C1=C(C=C(C=C1)N1C(=CC=C1C)C)Br)=O (N-allyl-2-bromo-4-(2,5-dimethylpyrrol-1-yl)-benzamide). Starting materials: C(C=C)NC(C1=C(C=C(C=C1)N)Br)=O (4-amino-2-bromobenzoic acid-allylamide), C(C(=O)C)CC(C)=O (acetonylacetone), C1(=CC=C(C=C1)S(=O)(=O)O)C (4-toluenesulfonic acid), O (water). Solvent: C(C)(=O)OCC (ethyl acetate). Reactants: C1(=CC=CC=C1)S(=O)(=O)Cl (Benzenesulfonyl chloride), NC1=C(C=2C=C3N(C2C=C1)CCC3)C(=O)OC (methyl 7-amino-2,3-dihydro-1H-pyrrolo[1,2-a]indole-8-carboxylate), NC1=C(C=2C=C3N(C2C=C1)CCC3)C(=O)OC (methyl 7-amino-2,3-dihydro-1H-pyrrolo[1,2-a]indole-8-carboxylate), resultant mixture. Solvent: C(Cl)Cl (DCM), N1=CC=CC=C1 (pyridine), C(C)(=O)OCC (ethyl acetate). The product is C1(=CC=CC=C1)S(=O)(=O)NC1=C(C=2C=C3N(C2C=C1)CCC3)C(=O)OC (methyl 7-benzenesulfonylamino-2,3-dihydro-1H-pyrrolo[1,2-a]indole-8-carboxylate). The yield is 48.5%. RXN SMILES: [C:1]1([S:7](Cl)(=[O:9])=[O:8])[CH:6]=[CH:5][CH:4]=[CH:3][CH:2]=1.[NH2:11][C:12]1[CH:20]=[CH:19][C:18]2[N:17]3[CH2:21][CH2:22][CH2:23][C:16]3=[CH:15][C:14]=2[C:13]=1[C:24]([O:26][CH3:27])=[O:25]>C(Cl)Cl.N1C=CC=CC=1.C(OCC)(=O)C>[C:1]1([S:7]([NH:11][C:12]2[CH:20]=[CH:19][C:18]3[N:17]4[CH2:21][CH2:22][CH2:23][C:16]4=[CH:15][C:14]=3[C:13]=2[C:24]([O:26][CH3:27])=[O:25])(=[O:9])=[O:8])[CH:6]=[CH:5][CH:4]=[CH:3][CH:2]=1. Reported procedure: Benzenesulfonyl chloride (0.092 g) was added to a solution of methyl 7-amino-2,3-dihydro-1H-pyrrolo[1,2-a]indole-8-carboxylate (Intermediate 18, 0.100 g) in DCM (4 mL) and pyridine (1 mL) and the resultant mixture was stirred at room temperature for 30 minutes. The mixture was diluted with ethyl acetate and washed with aqueous potassium carbonate solution, dried (MgSO4) and filtered. The filtrate was concentrated in vacuo, then dissolved in toluene and re-evaporated to dryness. The residue was p... Product: ClCCN1C(NC2(C1)CCCC2)=O (3-(2-chloroethyl)-1,3-diazaspiro[4.4]nonan-2-one). RXN SMILES: [Cl:1][CH2:2][CH2:3][N:4]1[C:8]([2H])([2H])[C:7]([2H])([2H])[NH:6][C:5]1=[O:13].[CH2:14](OCCNCC1(N)CCCC1)[C:15]1C=CC=[CH:17][CH:16]=1>>[Cl:1][CH2:2][CH2:3][N:4]1[CH2:8][C:7]2([CH2:17][CH2:16][CH2:15][CH2:14]2)[NH:6][C:5]1=[O:13]. Procedure details: This compound was prepared by a procedure analogous to the procedure described for the synthesis of 4c using 12b as starting material. Reactants: ClCCN1C(NC(C1([2H])[2H])([2H])[2H])=O (1-(2-Chloroethyl)-4,4,5,5-tetradeuteroimidazolidin-2-one), C(C1=CC=CC=C1)OCCNCC1(CCCC1)N (1-(2-benzyloxyethylaminomethyl)cyclopentylamine).